From a dataset of the Open Reaction Database (ORD), a public repository of structured organic reaction records. describe an organic reaction: reactants, conditions, products, and yield Reactants: C(C1=CC=CC=C1)OC=1C=C(C=CC1OCC1=CC=CC=C1)C=CCCCCCCC1COCCO1 (1-(3,4-dibenzyloxyphenyl)-9-ethylenedioxy-1-decene), C1(=CC=C(C=C1)S(=O)(=O)O)C (p-toluenesulfonic acid). Solvent: CC(=O)C (acetone). Run at time 8 hour. The product is C(C1=CC=CC=C1)OC=1C=C(C=CC1OCC1=CC=CC=C1)C=CCCCCCCC(C)=O (1-(3,4-dibenzyloxyphenyl)-1-decen-9-one). Isolated yield 86.4%. Reaction SMILES: [CH2:1]([O:8][C:9]1[CH:10]=[C:11]([CH:23]=[CH:24][CH2:25][CH2:26][CH2:27][CH2:28][CH2:29][CH2:30][CH:31]2[O:36]CCO[CH2:32]2)[CH:12]=[CH:13][C:14]=1[O:15][CH2:16][C:17]1[CH:22]=[CH:21][CH:20]=[CH:19][CH:18]=1)[C:2]1[CH:7]=[CH:6][CH:5]=[CH:4][CH:3]=1.C1(C)C=CC(S(O)(=O)=O)=CC=1>CC(C)=O>[CH2:1]([O:8][C:9]1[CH:10]=[C:11]([CH:23]=[CH:24][CH2:25][CH2:26][CH2:27][CH2:28][CH2:29][CH2:30][C:31](=[O:36])[CH3:32])[CH:12]=[CH:13][C:14]=1[O:15][CH2:16][C:17]1[CH:22]=[CH:21][CH:20]=[CH:19][CH:18]=1)[C:2]1[CH:3]=[CH:4][CH:5]=[CH:6][CH:7]=1. Procedure details: A mixture of 1.4 g of 1-(3,4-dibenzyloxyphenyl)-9-ethylenedioxy-1-decene, 50 ml of acetone, and 50 mg of p-toluenesulfonic acid was stirred overnight at room temperature. After adding thereto 50 mg of sodium carbonate, the reaction mixture was concentrated under reduced pressure, and after adding thereto 50 ml of water, the product was extracted with toluene. The extract was washed with water, dried over anhydrous magnesium sulfate, and concentrated under reduced pressure to provide 1.1 g of 1-(... Starting materials: COc1ccc(Cl)cc1C(=O)N=c1sc(C(C)(C)C)cn1CC1(O)CCCC1, CC(=O)OC(C)=O, CN(C)c1ccncc1, c1ccncc1. Product: COc1ccc(Cl)cc1C(=O)N=c1sc(C(C)(C)C)cn1CC1(OC(C)=O)CCCC1. RXN SMILES: [C:1]([CH3:2])([CH3:3])([CH3:4])[c:5]1[cH:6][n:7]([CH2:22][C:23]2([OH:28])[CH2:24][CH2:25][CH2:26][CH2:27]2)[c:8](=[N:10][C:11]([c:12]2[c:13]([O:19][CH3:20])[cH:14][cH:15][c:16]([Cl:18])[cH:17]2)=[O:21])[s:9]1.[CH3:29][C:30](=[O:31])[O:32][C:33](=[O:34])[CH3:35].[CH3:36][N:37]([CH3:38])[c:39]1[cH:40][cH:41][n:42][cH:43][cH:44]1.[cH:45]1[cH:46][cH:47][n:48][cH:49][cH:50]1>>[C:1]([CH3:2])([CH3:3])([CH3:4])[c:5]1[cH:6][n:7]([CH2:22][C:23]2([O:28][C:30]([CH3:29])=[O:31])[CH2:24][CH2:25][CH2:26][CH2:27]2)[c:8](=[N:10][C:11]([c:12]2[c:13]([O:19][CH3:20])[cH:14][cH:15][c:16]([Cl:18])[cH:17]2)=[O:21])[s:9]1. The reactants are Cc1c(Cc2c(Cl)cccc2Cl)c(=O)oc2cc(O)ccc12, [I-], C[n+]1ccn(C(=O)N2CCCc3ccccc32)c1. The product is Cc1c(Cc2c(Cl)cccc2Cl)c(=O)oc2cc(OC(=O)N3CCCc4ccccc43)ccc12. RXN SMILES: [Cl:1][c:2]1[c:3]([CH2:4][c:5]2[c:6](=[O:17])[o:7][c:8]3[cH:9][c:10]([OH:16])[cH:11][cH:12][c:13]3[c:14]2[CH3:15])[c:18]([Cl:22])[cH:19][cH:20][cH:21]1.[I-:23].[N:24]1([C:34](=[O:35])[n:36]2[cH:37][cH:38][n+:39]([CH3:40])[cH:41]2)[CH2:25][CH2:26][CH2:27][c:28]2[cH:29][cH:30][cH:31][cH:32][c:33]21>>[Cl:1][c:2]1[c:3]([CH2:4][c:5]2[c:6](=[O:17])[o:7][c:8]3[cH:9][c:10]([O:16][C:34]([N:24]4[CH2:25][CH2:26][CH2:27][c:28]5[cH:29][cH:30][cH:31][cH:32][c:33]54)=[O:35])[cH:11][cH:12][c:13]3[c:14]2[CH3:15])[c:18]([Cl:22])[cH:19][cH:20][cH:21]1. Reactants: CN1[C@@H](C(N(CC1)C)=O)C1=CC=C(C=C1)NC=1C(N(C=C(N1)C=1C(=C(C=CC1)NC(=O)C1=CC2=C(S1)CCCC2)C)C)=O (N-(3-(6-(4-((2R)-1,4-Dimethyl-3-oxopiperazin-2-yl)phenylamino)-4-methyl-5-oxo-4,5-dihydropyrazin-2-yl)-2-methylphenyl)-4,5,6,7-tetrahydrobenzo[b]thiophene-2-carboxamide). Run in C(Cl)(Cl)Cl (CHCl3). Product: CN1[C@H](C(N(CC1)C)=O)C1=CC=C(C=C1)NC=1C(N(C=C(N1)C=1C(=C(C=CC1)NC(=O)C1=CC2=C(S1)CCCC2)C)C)=O (N-(3-(6-(4-((2S)-1,4-Dimethyl-3-oxopiperazin-2-yl)phenylamino)-4-methyl-5-oxo-4,5-dihydropyrazin-2-yl)-2-methylphenyl)-4,5,6,7-tetrahydrobenzo[b]thiophene-2-carboxamide). As a reaction SMILES: [CH3:1][N:2]1[CH2:7][CH2:6][N:5]([CH3:8])[C:4](=[O:9])[C@H:3]1[C:10]1[CH:15]=[CH:14][C:13]([NH:16][C:17]2[C:18](=[O:43])[N:19]([CH3:42])[CH:20]=[C:21]([C:23]3[C:24]([CH3:41])=[C:25]([NH:29][C:30]([C:32]4[S:36][C:35]5[CH2:37][CH2:38][CH2:39][CH2:40][C:34]=5[CH:33]=4)=[O:31])[CH:26]=[CH:27][CH:28]=3)[N:22]=2)=[CH:12][CH:11]=1>C(Cl)(Cl)Cl>[CH3:1][N:2]1[CH2:7][CH2:6][N:5]([CH3:8])[C:4](=[O:9])[C@@H:3]1[C:10]1[CH:11]=[CH:12][C:13]([NH:16][C:17]2[C:18](=[O:43])[N:19]([CH3:42])[CH:20]=[C:21]([C:23]3[C:24]([CH3:41])=[C:25]([NH:29][C:30]([C:32]4[S:36][C:35]5[CH2:37][CH2:38][CH2:39][CH2:40][C:34]=5[CH:33]=4)=[O:31])[CH:26]=[CH:27][CH:28]=3)[N:22]=2)=[CH:14][CH:15]=1. Procedure details: The racemic mixture (12) was subjected to chiral separation on Chiralcel-AD-H (60% isopropanol in heptane, with 0.1% trifluoroacetic acid) to give individual enantiomers at 4.6 minutes (20) ((−) isomer) ([α]D25=−37.8° (c=3.75, CHCl3), mp=181-183° C.) and at 9.2 minutes (19) ((+) isomer) ([α]D25=+38.8° (c=3.57, CHCl3), mp=180-182° C.). Alternatively, the racemic mixture (12) was subjected to chiral separation on Chiralpak AD (75% isopropanol in heptane, at 1 mL/min) and individual enantiomers wer... Reactants: [Al+3], BrBr, [Cl-], [Cl-], [Cl-], ClC(Cl)Cl, COC(=O)c1ccc(Cl)s1. Product: COC(=O)c1cc(Br)c(Cl)s1. As a reaction SMILES: [Al+3:2].[Br:15][Br:16].[Cl-:1].[Cl-:3].[Cl-:4].[Cl:17][CH:18]([Cl:19])[Cl:20].[Cl:5][c:6]1[cH:7][cH:8][c:9]([C:11](=[O:12])[O:13][CH3:14])[s:10]1>>[Cl:5][c:6]1[c:7]([Br:15])[cH:8][c:9]([C:11](=[O:12])[O:13][CH3:14])[s:10]1. Starting materials: 8, FC1=CC2=C(NC(CO2)=O)C=C1N1C(OC(C1=O)=C(C)C)=O (3-[7-fluoro-2H-1,4-benzoxazin-3(4H)-on-6-yl]-5-isopropylidene-1,3-oxazolidine-2,4-dione), C([O-])([O-])=O.[K+].[K+] (potassium carbonate), [I-].[K+] (potassium iodide), BrCC=CC (1-bromo-2-butene). Run in CN(C=O)C (N,N-dimethylformamide), O (water). Reaction conditions: temperature 70 celsius. Yields the product FC1=CC2=C(N(C(CO2)=O)CC=CC)C=C1N1C(OC(C1=O)=C(C)C)=O (3-[7-fluoro-4-(2-butenyl)-2H-1,4-benzoxazin-3(4H)-on-6-yl]-5-isopropylidene-1,3-oxazolidine- 2,4-dione). RXN SMILES: [F:1][C:2]1[C:12]([N:13]2[C:17](=[O:18])[C:16](=[C:19]([CH3:21])[CH3:20])[O:15][C:14]2=[O:22])=[CH:11][C:5]2[NH:6][C:7](=[O:10])[CH2:8][O:9][C:4]=2[CH:3]=1.C(=O)([O-])[O-].[K+].[K+].[I-].[K+].Br[CH2:32][CH:33]=[CH:34][CH3:35]>CN(C)C=O.O>[F:1][C:2]1[C:12]([N:13]2[C:17](=[O:18])[C:16](=[C:19]([CH3:20])[CH3:21])[O:15][C:14]2=[O:22])=[CH:11][C:5]2[N:6]([CH2:32][CH:33]=[CH:34][CH3:35])[C:7](=[O:10])[CH2:8][O:9][C:4]=2[CH:3]=1 |f:1.2.3,4.5|. Procedure: To a solution of 3-[7-fluoro-2H-1,4-benzoxazin-3(4H)-on-6-yl]-5-isopropylidene-1,3-oxazolidine-2,4-dione (1.1 g), potassium carbonate (0.3 g) and potassium iodide (0.1 g) in N,N-dimethylformamide (50 ml), 1-bromo-2-butene (0.5 g) was added, followed by heating at 70° C. for 4 hours. The reaction mixture was allowed to cool, combined with water and extracted with ethyl acetate. The organic layer was purified by silica gel column chromatography to give Compound No. 8 (1.0 g). Reactants: solid, Cl.Cl.Cl.O1CCC=2C1=C(N=CC2)N2CCN(CC2)CC[C@@H]2CC[C@H](CC2)N (trans-4-{2-[4-(2,3-dihydro-furo[2,3-c]pyridin-7-yl)-piperazin-1-yl]-ethyl}-cyclohexylamine trihydrochloride), Cl.Cl.Cl.O1CCC=2C1=C(N=CC2)N2CCN(CC2)CC[C@@H]2CC[C@H](CC2)N (trans-4-{2-[4-(2,3-dihydro-furo[2,3-c]pyridin-7-yl)-piperazin-1-yl]-ethyl}-cyclohexylamine trihydrochloride), COC(CC(=O)OC)OC (methyl 3,3-dimethoxy-propanoate). The product is O1CCC=2C1=C(N=CC2)N2CCN(CC2)CC[C@@H]2CC[C@H](CC2)NC(CC(OC)OC)=O (trans-N-(4-{2-[4-(2,3-Dihydro-furo[2,3-c]pyridin-7-yl)-piperazin-1-yl]-ethyl}-cyclohexyl)-3,3-dimethoxy-propionamide). As a reaction SMILES: Cl.Cl.Cl.[O:4]1[C:8]2=[C:9]([N:13]3[CH2:18][CH2:17][N:16]([CH2:19][CH2:20][C@H:21]4[CH2:26][CH2:25][C@H:24]([NH2:27])[CH2:23][CH2:22]4)[CH2:15][CH2:14]3)[N:10]=[CH:11][CH:12]=[C:7]2[CH2:6][CH2:5]1.[CH3:28][O:29][CH:30]([O:36][CH3:37])[CH2:31][C:32](OC)=[O:33]>>[O:4]1[C:8]2=[C:9]([N:13]3[CH2:18][CH2:17][N:16]([CH2:19][CH2:20][C@H:21]4[CH2:26][CH2:25][C@H:24]([NH:27][C:32](=[O:33])[CH2:31][CH:30]([O:36][CH3:37])[O:29][CH3:28])[CH2:23][CH2:22]4)[CH2:15][CH2:14]3)[N:10]=[CH:11][CH:12]=[C:7]2[CH2:6][CH2:5]1 |f:0.1.2.3|. Procedure: The title compound, white solid (103 mg, 92%), MS (ISP) m/z=447.4 [(M+H)+], mp 218° C., was prepared in accordance with the general method of example 5 from trans-4-{2-[4-(2,3-dihydro-furo[2,3-c]pyridin-7-yl)-piperazin-1-yl]-ethyl}-cyclohexylamine trihydrochloride (intermediate B) (110 mg, 0.25 mmol) and methyl 3,3-dimethoxy-propanoate. The solvent is C(Cl)Cl (methylene chloride). Run at time 1 hour. RXN SMILES: [Cl:1][CH:2]([Cl:6])[C:3](Cl)=[O:4].[NH2:7][C:8]1[CH:9]=[CH:10][C:11]([O:14][CH3:15])=[N:12][CH:13]=1.N1C=CC=CC=1>C(Cl)Cl>[CH3:15][O:14][C:11]1[CH:10]=[CH:9][C:8]([NH:7][C:3](=[O:4])[CH:2]([Cl:6])[Cl:1])=[CH:13][N:12]=1. The product is COC1=NC=C(C=C1)NC(C(Cl)Cl)=O (N-(2-Methoxy-5-pyridyl)-dichloroacetamide). Reactants: ClC(C(=O)Cl)Cl (Dichloroacetyl chloride), NC=1C=CC(=NC1)OC (5-amino-2-methoxypyridine), N1=CC=CC=C1 (pyridine). Reported procedure: Dichloroacetyl chloride, 97% (2.0 ml, 0.03 mol) was added over a period of 30 seconds to a mixture of 5-amino-2-methoxypyridine (3.7 g, 0.03 mol), pyridine (5.0 ml) and methylene chloride (100 ml). The reaction was exothermic and allowed to stand at room temperature for one hour. The reaction was then washed with 5% sodium carbonate solution (2×100 ml), dried over anhydrous magnesium carbonate, filtered, and evaporated in vacuo to give a solid that was triturated with hexane to yield 6.4 g of th...